From a dataset of the Open Reaction Database (ORD), a public repository of structured organic reaction records. describe an organic reaction: reactants, conditions, products, and yield Reactants: C(C)(=O)O[BH-](OC(C)=O)OC(C)=O.[Na+] (sodium triacetoxyborohydride), FC1=CC=C(C=C1)CN ((4-fluorophenyl)methanamine), FC1=CC=C(C=C1)CN ((4-fluorophenyl)methanamine), ClC1=CC=C(C=C1)C1=CC(=CC=C1)C=O (4′-chlorobiphenyl-3-carbaldehyde), C(C)(=O)O (acetic acid). The solvent is ClC(C)Cl (dichloroethane). Run at time 4 hour. Yields the product ClC1=CC=C(C=C1)C1=CC(=CC=C1)CNCC1=CC=C(C=C1)F (1-(4′-Chlorobiphenyl-3-yl)-N-(4-fluorobenzyl)methanamine). Yield: 62.7%. RXN SMILES: [F:1][C:2]1[CH:7]=[CH:6][C:5]([CH2:8][NH2:9])=[CH:4][CH:3]=1.[Cl:10][C:11]1[CH:16]=[CH:15][C:14]([C:17]2[CH:22]=[CH:21][CH:20]=[C:19]([CH:23]=O)[CH:18]=2)=[CH:13][CH:12]=1.C(O)(=O)C.C(O[BH-](OC(=O)C)OC(=O)C)(=O)C.[Na+]>ClC(Cl)C>[Cl:10][C:11]1[CH:12]=[CH:13][C:14]([C:17]2[CH:22]=[CH:21][CH:20]=[C:19]([CH2:23][NH:9][CH2:8][C:5]3[CH:6]=[CH:7][C:2]([F:1])=[CH:3][CH:4]=3)[CH:18]=2)=[CH:15][CH:16]=1 |f:3.4|. Reported procedure: To a homogeneous mixture of (4-fluorophenyl)methanamine (2.5 mL, 21.8 mmol) and 4′-chlorobiphenyl-3-carbaldehyde (Aldrich, 3.6 g, 16.8 mmol) in anhydrous dichloroethane (25 mL), under nitrogen atmosphere, was added acetic acid (1.2 mL, 21.0 mmol). The mixture was stirred at room temperature for 13.5 h before sodium triacetoxyborohydride (5.0 g, 23.5 mmol) was added. After 4 h, (4-fluorophenyl)methanamine (2.5 mL, 21.8 mmol) was added and the stirring continued. After an additional 5 h of stirrin... Reactants: CN(C1=CC=C(C=C1)C(CC(=O)C1=CC=NC=C1)C1=CC=C(C=C1)C)C (3-(4-dimethylamino-phenyl)-1-pyridin-4-yl-3-p-tolyl-propan-1-one), Cl.NO (hydroxylamine hydrochloride), C(=O)(O)[O-].[Na+] (NaHCO3). Product: CN(C1=CC=C(C=C1)C(CC(=NO)C1=CC=NC=C1)C1=CC=C(C=C1)C)C (3-(4-Dimethylamino-phenyl)-1-pyridin-4-yl-3-p-tolyl-propan-1-one oxime). As a reaction SMILES: [CH3:1][N:2]([CH3:26])[C:3]1[CH:8]=[CH:7][C:6]([CH:9]([C:19]2[CH:24]=[CH:23][C:22]([CH3:25])=[CH:21][CH:20]=2)[CH2:10][C:11]([C:13]2[CH:18]=[CH:17][N:16]=[CH:15][CH:14]=2)=O)=[CH:5][CH:4]=1.Cl.[NH2:28][OH:29].C([O-])(O)=O.[Na+]>>[CH3:1][N:2]([CH3:26])[C:3]1[CH:8]=[CH:7][C:6]([CH:9]([C:19]2[CH:24]=[CH:23][C:22]([CH3:25])=[CH:21][CH:20]=2)[CH2:10][C:11]([C:13]2[CH:18]=[CH:17][N:16]=[CH:15][CH:14]=2)=[N:28][OH:29])=[CH:5][CH:4]=1 |f:1.2,3.4|. Procedure details: In analogy to example 1, step 2, from 3-(4-dimethylamino-phenyl)-1-pyridin-4-yl-3-p-tolyl-propan-1-one and hydroxylamine hydrochloride in the presence of NaHCO3 was prepared the title compound as a mixture of E and Z isomers as a yellow oil, MS (ESI+): m/z=360.2 ([M+H]+). The reactants are Cl, O, COC(=O)CCCCc1nnnn1-c1ccccc1. Yields the product O=C(O)CCCCc1nnnn1-c1ccccc1. As a reaction SMILES: [ClH:1].[OH2:21].[c:2]1(-[n:8]2[n:9][n:10][n:11][c:12]2[CH2:13][CH2:14][CH2:15][CH2:16][C:17](=[O:18])[O:19][CH3:20])[cH:3][cH:4][cH:5][cH:6][cH:7]1>>[c:2]1(-[n:8]2[n:9][n:10][n:11][c:12]2[CH2:13][CH2:14][CH2:15][CH2:16][C:17](=[O:18])[OH:19])[cH:3][cH:4][cH:5][cH:6][cH:7]1. Procedure: 6.0 g of N-[6-benzyloxy-2,2-dimethylchroman-4-yl]-N-(1-propyl)ethanesulfonamide were dissolved in 150 ml of THF/methanol (1:1) and hydrogenated in a shaking duck using Pdlcarbon, 4.4 g of product, m.p. 173-175° C. (from petroleum ether). Reaction SMILES: C([O:8][C:9]1[CH:10]=[C:11]2[C:16](=[CH:17][CH:18]=1)[O:15][C:14]([CH3:20])([CH3:19])[CH2:13][CH:12]2[N:21]([CH2:27][CH2:28][CH3:29])[S:22]([CH2:25][CH3:26])(=[O:24])=[O:23])C1C=CC=CC=1>C1COCC1.CO>[CH3:20][C:14]1([CH3:19])[CH2:13][CH:12]([N:21]([CH2:27][CH2:28][CH3:29])[S:22]([CH2:25][CH3:26])(=[O:24])=[O:23])[C:11]2[C:16](=[CH:17][CH:18]=[C:9]([OH:8])[CH:10]=2)[O:15]1 |f:1.2|. Product: CC1(OC2=CC=C(C=C2C(C1)N(S(=O)(=O)CC)CCC)O)C (N-[2,2-Dimethyl-6-hydroxychroman-4-yl]-N-(1-propyl)ethanesulfonamide). The solvent is C1CCOC1.CO (THF methanol), petroleum ether. Reactants: C(C1=CC=CC=C1)OC=1C=C2C(CC(OC2=CC1)(C)C)N(S(=O)(=O)CC)CCC (N-[6-benzyloxy-2,2-dimethylchroman-4-yl]-N-(1-propyl)ethanesulfonamide), product. Starting materials: O=C(O)c1cncc(Br)c1, O=S(Cl)Cl. Yields the product ClCc1cncc(Br)c1. RXN SMILES: [Br:1][c:2]1[cH:3][n:4][cH:5][c:6]([C:7]([OH:8])=[O:9])[cH:10]1.[S:11]([Cl:12])([Cl:13])=[O:14]>>[Br:1][c:2]1[cH:3][n:4][cH:5][c:6]([CH2:7][Cl:13])[cH:10]1. The reactants are NC1=C(N(C2=CC(=CC=C12)Cl)C(=O)OCC)C(C1=CC=CC=C1)=O (3-amino-2-benzoyl-6-chloro-1-(ethoxycarbonyl)indole), ClCC(=O)Cl (chloroacetyl chloride). The product is C(C1=CC=CC=C1)(=O)C=1N(C2=CC(=CC=C2C1NC(CCl)=O)Cl)C(=O)OCC (2-Benzoyl-6-chloro-3-chloroacetylamino-1-(ethoxycarbonyl)indole). Reaction SMILES: [NH2:1][C:2]1[C:10]2[C:5](=[CH:6][C:7]([Cl:11])=[CH:8][CH:9]=2)[N:4]([C:12]([O:14][CH2:15][CH3:16])=[O:13])[C:3]=1[C:17](=[O:24])[C:18]1[CH:23]=[CH:22][CH:21]=[CH:20][CH:19]=1.[Cl:25][CH2:26][C:27](Cl)=[O:28]>>[C:17]([C:3]1[N:4]([C:12]([O:14][CH2:15][CH3:16])=[O:13])[C:5]2[C:10]([C:2]=1[NH:1][C:27](=[O:28])[CH2:26][Cl:25])=[CH:9][CH:8]=[C:7]([Cl:11])[CH:6]=2)(=[O:24])[C:18]1[CH:19]=[CH:20][CH:21]=[CH:22][CH:23]=1. Procedure details: The titled compound was prepared according to the procedure described in step 1 of Example 2 (Method A) from 3-amino-2-benzoyl-6-chloro-1-(ethoxycarbonyl)indole (Example 1, step 2) and chloroacetyl chloride. Starting materials: O=c1[nH]c2cc(Br)ccc2c2c1cnn2C1CCOC1, O=C([O-])[O-], COc1ncc(C)c(B(O)O)c1C, [Cs+], [Cs+], CN(C)C=O, O, Cl[Pd]Cl, c1ccc(P(c2ccccc2)c2ccccc2)cc1, c1ccc(P(c2ccccc2)c2ccccc2)cc1. The product is COc1ncc(C)c(-c2ccc3c(c2)[nH]c(=O)c2cnn(C4CCOC4)c23)c1C. RXN SMILES: [Br:1][c:2]1[cH:3][cH:4][c:5]2[c:6]3[c:7]([c:8](=[O:12])[nH:9][c:10]2[cH:11]1)[cH:13][n:14][n:15]3[CH:16]1[CH2:17][O:18][CH2:19][CH2:20]1.[C:34](=[O:35])([O-:36])[O-:37].[CH3:21][O:22][c:23]1[n:24][cH:25][c:26]([CH3:33])[c:27]([B:30]([OH:31])[OH:32])[c:28]1[CH3:29].[Cs+:38].[Cs+:39].[O:40]=[CH:41][N:42]([CH3:43])[CH3:44].[OH2:86].[Pd:45]([Cl:46])[Cl:47].[c:48]1([P:49]([c:50]2[cH:51][cH:52][cH:53][cH:54][cH:55]2)[c:56]2[cH:57][cH:58][cH:59][cH:60][cH:61]2)[cH:62][cH:63][cH:64][cH:65][cH:66]1.[c:67]1([P:68]([c:69]2[cH:70][cH:71][cH:72][cH:73][cH:74]2)[c:75]2[cH:76][cH:77][cH:78][cH:79][cH:80]2)[cH:81][cH:82][cH:83][cH:84][cH:85]1>>[c:2]1(-[c:27]2[c:26]([CH3:33])[cH:25][n:24][c:23]([O:22][CH3:21])[c:28]2[CH3:29])[cH:3][cH:4][c:5]2[c:6]3[c:7]([c:8](=[O:12])[nH:9][c:10]2[cH:11]1)[cH:13][n:14][n:15]3[CH:16]1[CH2:17][O:18][CH2:19][CH2:20]1.